Dataset: the Open Reaction Database (ORD), a public repository of structured organic reaction records. Task: describe an organic reaction: reactants, conditions, products, and yield Reactants: Cc1cc(C)c(C=CC(=O)O)c(Br)c1, CN(C)C=O, O=S(Cl)Cl. Product: Cc1cc(C)c(C=CC(=O)Cl)c(Br)c1. Reaction SMILES: [Br:1][c:2]1[c:3]([CH:10]=[CH:11][C:12](=[O:13])[OH:14])[c:4]([CH3:9])[cH:5][c:6]([CH3:8])[cH:7]1.[CH3:15][N:16]([CH3:17])[CH:18]=[O:19].[S:20]([Cl:21])([Cl:22])=[O:23]>>[Br:1][c:2]1[c:3]([CH:10]=[CH:11][C:12](=[O:14])[Cl:22])[c:4]([CH3:9])[cH:5][c:6]([CH3:8])[cH:7]1. Starting materials: C(CCCCCCCCC)N=C=S (n-decylisothiocyanate), CO (methanol), C8, resin, O (water), CN(C)C=O (N,N′-dimethylformamide). Reaction conditions: time 18 hour. Product: N[C@@H](CC1=CNC2=CC=CC=C12)C(=O)O (Tryptophan). RXN SMILES: [CH2:1]([N:11]=[C:12]=S)[CH2:2][CH2:3][CH2:4][CH2:5][CH2:6][CH2:7][CH2:8][CH2:9]C.[CH3:14][OH:15].[OH2:16].C[N:18](C=O)C>>[NH2:18][C@H:9]([C:14]([OH:16])=[O:15])[CH2:8][C:7]1[C:6]2[C:1](=[CH:2][CH:3]=[CH:4][CH:5]=2)[NH:11][CH:12]=1. Reported procedure: To a suspension of compound AA (9.1 g) in dry N,N′-dimethylformamide (15 ml) was added n-decylisothiocyanate (1.2 ml). The reaction mixture was stirred at room temperature for 18 hours. The reaction mixture was poured on to Bondesil 40 μM C8 resin (400 g) that had been prewashed with methanol (1 L) and water (1 L). The product was eluted with methanol (800 ml) after being first washed with water (800 ml) followed by 20% acetonitrile in water (800 ml). Evaporation of the methanol gave compound BB... Starting materials: BrC1=CC=C2C(C(=C(C(C2=C1)(C)C)O)C(=O)NCC(=O)OC(C)(C)C)=O (Tert-butyl 2-(7-bromo-2-hydroxy-1,1-dimethyl-4-oxo-1,4-dihydronaphthalene-3-carboxamido)acetate), B1(OC(C(O1)(C)C)(C)C)/C=C/C2=CC=CC=C2 (beta-styrylboronic acid pinacol ester), C([O-])([O-])=O.[K+].[K+] (potassium carbonate). Reagents/catalysts: C=1C=CC(=CC1)[P](C=2C=CC=CC2)(C=3C=CC=CC3)[Pd]([P](C=4C=CC=CC4)(C=5C=CC=CC5)C=6C=CC=CC6)([P](C=7C=CC=CC7)(C=8C=CC=CC8)C=9C=CC=CC9)[P](C=1C=CC=CC1)(C=1C=CC=CC1)C=1C=CC=CC1 (tetrakis(triphenylphosphine)palladium). Run in CCOC(=O)C (EtOAc), O1CCOCC1 (1,4-dioxane). Reaction conditions: temperature 80 celsius, time 4 hour. Yields the product OC=1C(C2=CC(=CC=C2C(C1C(=O)NCC(=O)OC(C)(C)C)=O)\C=C\C1=CC=CC=C1)(C)C ((E)-tert-butyl 2-(2-hydroxy-1,1-dimethyl-4-oxo-7-styryl-1,4-dihydronaphthalene-3-carboxamido)acetate). RXN SMILES: Br[C:2]1[CH:11]=[C:10]2[C:5]([C:6](=[O:26])[C:7]([C:15]([NH:17][CH2:18][C:19]([O:21][C:22]([CH3:25])([CH3:24])[CH3:23])=[O:20])=[O:16])=[C:8]([OH:14])[C:9]2([CH3:13])[CH3:12])=[CH:4][CH:3]=1.B1(/[CH:36]=[CH:37]/[C:38]2[CH:43]=[CH:42][CH:41]=[CH:40][CH:39]=2)OC(C)(C)C(C)(C)O1.C(=O)([O-])[O-].[K+].[K+]>O1CCOCC1.CCOC(C)=O.C1C=CC([P]([Pd]([P](C2C=CC=CC=2)(C2C=CC=CC=2)C2C=CC=CC=2)([P](C2C=CC=CC=2)(C2C=CC=CC=2)C2C=CC=CC=2)[P](C2C=CC=CC=2)(C2C=CC=CC=2)C2C=CC=CC=2)(C2C=CC=CC=2)C2C=CC=CC=2)=CC=1>[OH:14][C:8]1[C:9]([CH3:12])([CH3:13])[C:10]2[C:5]([C:6](=[O:26])[C:7]=1[C:15]([NH:17][CH2:18][C:19]([O:21][C:22]([CH3:23])([CH3:25])[CH3:24])=[O:20])=[O:16])=[CH:4][CH:3]=[C:2](/[CH:36]=[CH:37]/[C:38]1[CH:43]=[CH:42][CH:41]=[CH:40][CH:39]=1)[CH:11]=2 |f:2.3.4,^1:65,67,86,105|. Reported procedure: Tert-butyl 2-(7-bromo-2-hydroxy-1,1-dimethyl-4-oxo-1,4-dihydronaphthalene-3-carboxamido)acetate (360 mg, 848 μmol, Example 53A-E) was dissolved in 1,4-dioxane (8485 μL) and then beta-styrylboronic acid pinacol ester (293 mg, 1273 mmol), potassium carbonate (2 M in water, 2121 μL, 4242 μmol) and tetrakis(triphenylphosphine)palladium (98.0 mg, 84.8 μmol) were added. The reaction was stirred at 80° C. for 4 hours. The reaction mixture was diluted with 100 mL of EtOAc, washed 2 times with 50 mL of s... Starting materials: S(=O)(=O)(N)N (Sulfamide), CC=1OC2=C(C1C=O)C=CC=C2 (2-Methylbenzofuran-3-carbaldehyde), [BH4-].[Na+] (Sodium borohydride). Solvent: O (water), C(C)O (ethanol). Reaction conditions: time 24 hour. Yields the product CC=1OC2=C(C1CNS(=O)(=O)N)C=CC=C2 (N-[(2-methyl-3-benzofuranyl)methyl]-sulfamide). As a reaction SMILES: [CH3:1][C:2]1[O:3][C:4]2[CH:12]=[CH:11][CH:10]=[CH:9][C:5]=2[C:6]=1[CH:7]=O.[S:13]([NH2:17])([NH2:16])(=[O:15])=[O:14].[BH4-].[Na+]>C(O)C.O>[CH3:1][C:2]1[O:3][C:4]2[CH:12]=[CH:11][CH:10]=[CH:9][C:5]=2[C:6]=1[CH2:7][NH:16][S:13]([NH2:17])(=[O:15])=[O:14] |f:2.3|. Procedure: 2-Methylbenzofuran-3-carbaldehyde (0.51 g, 3.18 mmol) was dissolved in anhydrous ethanol (25 mL). Sulfamide (1.5 g, 16 mmol) was added and the mixture was heated to reflux for 4 days. The mixture was cooled to room temperature. Sodium borohydride (0.132 g, 3.50 mmol) was added and the mixture was stirred at room temperature for 24 hours. The reaction was diluted with water (100 mL) and extracted with DCM (3×75 mL). The extracts were concentrated and suspended in a minimal amount of DCM and filte... The reactants are C(C=C)(=O)OC(C=C)=O (acrylic anhydride), NCCC1=CC=NC=C1 (4-(2-aminoethyl)pyridine). Product: substituted acrylamide, C(C=C)(=O)OC(C=C)=O (Acrylic anhydride), C(C=C)(=O)O (acrylic acid), C(C)(=O)OC(C)=O (acetic anhydride). Reaction SMILES: [C:1]([O:5][C:6](=[O:9])[CH:7]=[CH2:8])(=[O:4])[CH:2]=[CH2:3].NCCC1C=CN=CC=1>>[C:1]([O:5][C:6](=[O:9])[CH:7]=[CH2:8])(=[O:4])[CH:2]=[CH2:3].[C:1]([OH:5])(=[O:4])[CH:2]=[CH2:3].[C:1]([O:5][C:6](=[O:9])[CH3:7])(=[O:4])[CH3:2]. Reported procedure: This substituted acrylamide was synthesized from acrylic anhydride and 4-(2-aminoethyl)pyridine. Acrylic anhydride was obtained from acrylic acid and acetic anhydride. Synthesis of PEAM was initiated by the slow addition of 0.36 mole (45.0 g) of acrylic anhydride in 50 ml of ethyl ether containing 50 mg of BHT to 0.35 mole (42.76 g) of 4-(2-aminoethyl)pyridine in 150 ml of ethyl ether containing 150 mg of BHT at -55° C., with the formation of a precipitate. The rate of addition was kept sufficie... Reactants: COC(CC(C)CCCC(C)(C)Cl)OC, CCO, NC(N)=S, [Na+], [OH-], O. Product: COC(CC(C)CCCC(C)(C)S)OC. As a reaction SMILES: [CH3:1][O:2][CH:3]([CH2:4][CH:5]([CH2:6][CH2:7][CH2:8][C:9]([CH3:10])([CH3:11])[Cl:12])[CH3:13])[O:14][CH3:15].[CH3:20][CH2:21][OH:22].[NH2:16][C:17]([NH2:18])=[S:19].[Na+:24].[OH-:23].[OH2:25]>>[CH3:1][O:2][CH:3]([CH2:4][CH:5]([CH2:6][CH2:7][CH2:8][C:9]([CH3:10])([CH3:11])[SH:19])[CH3:13])[O:14][CH3:15].